Dataset: the Open Reaction Database (ORD), a public repository of structured organic reaction records. Task: describe an organic reaction: reactants, conditions, products, and yield Reactants: NC(=O)c1ncc(N)nc1N, [Na+], [OH-], O. The product is Nc1cnc(C(=O)O)c(N)n1. As a reaction SMILES: [NH2:1][c:2]1[cH:3][n:4][c:5]([C:9]([NH2:10])=[O:11])[c:6]([NH2:8])[n:7]1.[Na+:13].[OH-:12].[OH2:14]>>[NH2:1][c:2]1[cH:3][n:4][c:5]([C:9]([OH:11])=[O:12])[c:6]([NH2:8])[n:7]1. Reactants: anhydride, C1(CC1)N1CCNCC1 (1-cyclopropylpiperazine), C(=O)(O)C[C@H](C(=O)OCC1=CC=CC=C1)CC1=CC=CC=C1 (benzyl (2R)-3-carboxy-2-benzylpropionate). Product: C(C1=CC=CC=C1)[C@@H](C(=O)OCC1=CC=CC=C1)CC(=O)N1CCN(CC1)C1CC1 (Benzyl (2R)-2-Benzyl-3-[(4-cyclopropylpiperazin-1-yl)carbonyl]propionate). Reaction SMILES: [CH:1]1([N:4]2[CH2:9][CH2:8][NH:7][CH2:6][CH2:5]2)[CH2:3][CH2:2]1.[C:10]([CH2:13][C@@H:14]([CH2:25][C:26]1[CH:31]=[CH:30][CH:29]=[CH:28][CH:27]=1)[C:15]([O:17][CH2:18][C:19]1[CH:24]=[CH:23][CH:22]=[CH:21][CH:20]=1)=[O:16])(O)=[O:11]>>[CH2:25]([C@H:14]([CH2:13][C:10]([N:7]1[CH2:8][CH2:9][N:4]([CH:1]2[CH2:3][CH2:2]2)[CH2:5][CH2:6]1)=[O:11])[C:15]([O:17][CH2:18][C:19]1[CH:20]=[CH:21][CH:22]=[CH:23][CH:24]=1)=[O:16])[C:26]1[CH:27]=[CH:28][CH:29]=[CH:30][CH:31]=1. Procedure details: Using the mixed anhydride coupling procedure of Example with 1-cyclopropylpiperazine and benzyl (2R)-3-carboxy-2-benzylpropionate (Rosenberg et al., EP 307837, 1989) gave the desired product. 1H NMR (CDCl3) 7.10-7.34 (m, 5H), 5.11 (dd, 2H), 3.51 (m, 2H), 3.31 (m, 3H), 3.04 (dd, 1H), 2.74 (m, 2H), 2.52 (m, 3H), 2.35 (dd, 1H), 0.47 (m, 2H), 0.42 (m, 2H). The reactants are ClCCCBr, O=C([O-])[O-], c1ccc(C(OC2CNC2)(c2ccccc2)c2ccccc2)cc1, CS(C)=O, CCOC(C)=O, Cl, [I-], [K+], [K+], [K+], O. Product: ClCCCN1CC(OC(c2ccccc2)(c2ccccc2)c2ccccc2)C1. RXN SMILES: [Br:34][CH2:35][CH2:36][CH2:37][Cl:38].[C:26](=[O:27])([O-:28])[O-:29].[C:2]([c:3]1[cH:4][cH:5][cH:6][cH:7][cH:8]1)([c:9]1[cH:10][cH:11][cH:12][cH:13][cH:14]1)([c:15]1[cH:16][cH:17][cH:18][cH:19][cH:20]1)[O:21][CH:22]1[CH2:23][NH:24][CH2:25]1.[CH3:39][S:40](=[O:41])[CH3:42].[CH3:43][CH2:44][O:45][C:46](=[O:47])[CH3:48].[ClH:1].[I-:33].[K+:30].[K+:31].[K+:32].[OH2:49]>>[C:2]([c:3]1[cH:4][cH:5][cH:6][cH:7][cH:8]1)([c:9]1[cH:10][cH:11][cH:12][cH:13][cH:14]1)([c:15]1[cH:16][cH:17][cH:18][cH:19][cH:20]1)[O:21][CH:22]1[CH2:23][N:24]([CH2:35][CH2:36][CH2:37][Cl:38])[CH2:25]1. The reactants are [OH-].[Na+] (sodium hydroxide), C(OCC(C)C)(=O)Cl (isobutyl chlorocarbonate), O.C(C)(C)(C)OC(=O)N[C@H](CC(C)C)C(=O)O (N-tert-Butoxycarbonyl-D-leucine monohydrate), C(=O)(O)[C@@H](O)[C@H](O)C(=O)O.NC1C(N(C2=C(C=CC=C2C1)N1C(CCC1)=O)CC1=CSC=C1)=O (3-amino-8-(2-oxopyrrolidin-1-yl)-1-(thiophen-3-ylmethyl)-3,4-dihydroquinolin-2(1H)-one D-(−)-tartrate), [OH-].[Na+] (sodium hydroxide), [Cl-].[Na+] (sodium chloride). The solvent is O (water), C(C)N(CC)CC (triethylamine), O1CCCC1 (tetrahydrofuran). Conditions: temperature 5 celsius, time 10 minute. The product is CC(C[C@H](C(NC1C(N(C2=C(C=CC=C2C1)N1C(CCC1)=O)CC1=CSC=C1)=O)=O)NC(OC(C)(C)C)=O)C (tert-butyl (2R)-4-methyl-1-oxo-1-[2-oxo-8-(2-oxopyrrolidin-1-yl)-1-(thiophen-3-ylmethyl)-1,2,3,4-tetrahydroquinolin-3-ylamino]pentan-2-ylcarbamate). As a reaction SMILES: O.[C:2]([O:6][C:7]([NH:9][C@@H:10]([C:15]([OH:17])=O)[CH2:11][CH:12]([CH3:14])[CH3:13])=[O:8])([CH3:5])([CH3:4])[CH3:3].C(Cl)(=O)OCC(C)C.C([C@H]([C@@H](C(O)=O)O)O)(O)=O.[NH2:36][CH:37]1[CH2:46][C:45]2[C:40](=[C:41]([N:47]3[CH2:51][CH2:50][CH2:49][C:48]3=[O:52])[CH:42]=[CH:43][CH:44]=2)[N:39]([CH2:53][C:54]2[CH:58]=[CH:57][S:56][CH:55]=2)[C:38]1=[O:59].[OH-].[Na+].[Cl-].[Na+]>O1CCCC1.O.C(N(CC)CC)C>[CH3:14][CH:12]([CH3:13])[CH2:11][C@@H:10]([NH:9][C:7](=[O:8])[O:6][C:2]([CH3:3])([CH3:4])[CH3:5])[C:15](=[O:17])[NH:36][CH:37]1[CH2:46][C:45]2[C:40](=[C:41]([N:47]3[CH2:51][CH2:50][CH2:49][C:48]3=[O:52])[CH:42]=[CH:43][CH:44]=2)[N:39]([CH2:53][C:54]2[CH:58]=[CH:57][S:56][CH:55]=2)[C:38]1=[O:59] |f:0.1,3.4,5.6,7.8|. Procedure: N-tert-Butoxycarbonyl-D-leucine monohydrate (25.00 g) was dissolved in tetrahydrofuran (224 mL), and triethylamine (20.30 g) and isobutyl chlorocarbonate (13.06 g) were sequentially added thereto at 5° C. or lower under cooling on ice. To the mixture was added 3-amino-8-(2-oxopyrrolidin-1-yl)-1-(thiophen-3-ylmethyl)-3,4-dihydroquinolin-2(1H)-one D-(−)-tartrate (44.80 g) in an aqueous sodium hydroxide solution (a mixture of 25% aqueous sodium hydroxide solution (14.58 g) and water (89.6 g)) at 5°... Starting materials: Cl.C(C1=CN=CC=C1)(=O)O (Nicotinic acid hydrochloride), [N-]=[N+]=[N-].[Na+] (sodiumazide), C(Cl)Cl (methylene chloride), C(C(=O)Cl)(=O)Cl (oxalic chloride). The solvent is C1(=CC=CC=C1)C (toluene). Run at time 3 hour. Yields the product N1=CC(=CC=C1)N=C=O (3-pyridylisocyanate). Reaction SMILES: Cl.C(O)(=O)[C:3]1[CH:8]=[CH:7][CH:6]=[N:5][CH:4]=1.C(Cl)Cl.[C:14](Cl)(=[O:18])C(Cl)=O.[N-:20]=[N+]=[N-].[Na+]>C1(C)C=CC=CC=1>[N:5]1[CH:6]=[CH:7][CH:8]=[C:3]([N:20]=[C:14]=[O:18])[CH:4]=1 |f:0.1,4.5|. Procedure details: Nicotinic acid hydrochloride (296 mg, 2.40 mmol) was suspended with 2 ml of methylene chloride and 2 ml of oxalic chloride was added and refluxed with stirring for 3 hours, then concentrated in reduced pressure. Residue was suspended with 10 ml of toluene and sodiumazide (468 mg, 7.2 mmol) was added and refluxed with stirring for 1 night to form 3-pyridylisocyanate. Methyl (1S,8S,12S)-2-aminomethyl-4,4-dimethyl-3,5,11-trioxa-12-benzyloxy-tricyclo[6.4.0.0<2,6>] dodec-9-en-9-carboxylate was added ... The reactants are CC1(NC2CCCCC2C(C1)C)C (2,2,4-trimethyl decahydroquinoline), O1CC1COC1=CC=CC=C1 (1,2-epoxy-3-phenoxy propane). Run in C(C)O (ethanol). The product is OC(CN1C(CC(C2CCCCC12)C)(C)C)COC1=CC=CC=C1 (1-(2'-hydroxy-3'-phenoxy propyl)-2,2,4-trimethyl decahydroquinoline), liquid. As a reaction SMILES: [CH3:1][C:2]1([CH3:13])[CH2:11][CH:10]([CH3:12])[CH:9]2[CH:4]([CH2:5][CH2:6][CH2:7][CH2:8]2)[NH:3]1.[O:14]1[CH:16]([CH2:17][O:18][C:19]2[CH:24]=[CH:23][CH:22]=[CH:21][CH:20]=2)[CH2:15]1>C(O)C>[OH:14][CH:16]([CH2:17][O:18][C:19]1[CH:24]=[CH:23][CH:22]=[CH:21][CH:20]=1)[CH2:15][N:3]1[CH:4]2[CH:9]([CH2:8][CH2:7][CH2:6][CH2:5]2)[CH:10]([CH3:12])[CH2:11][C:2]1([CH3:13])[CH3:1]. Procedure details: 1-(2'-hydroxy-3'-phenoxy propyl)-2,2,4-trimethyl decahydroquinoline was prepared using a process similar to those described above. 27.2 grams (0.15 mole) of about 75% cis structure 2,2,4-trimethyl decahydroquinoline was reacted with 22.5 grams (0.15 mole) of 1,2-epoxy-3-phenoxy propane in the presence of 0.5 gram of ethanol at 160° C. for 19 hours. The reaction mixture was distilled to yield 21.2 grams of a liquid product boiling at 168° C. at 0.2 mm Hg. The infrared and mass spectrometer spectr... Starting materials: N(N)C1=CC(N(C(N1CC(C)C)=O)C)=O (6-hydrazino-1-isobutyl-3-methylpyrimidine-2,4(1H,3H)-dione), C1(=CC=CC2=CC=CC=C12)C=O (1-naphthaldehyde), S1C(=CC=C1)C=O (thiophene-2-carbaldehyde). The product is C(C(C)C)N1C(N(C(C=2C1=NN(C2C=2SC=CC2)CC2=CC=CC1=CC=CC=C21)=O)C)=O (7-isobutyl-5-methyl-2-(1-naphthylmethyl)-3-thien-2-yl-2H-pyrazolo[3,4-d]pyrimidine-4,6(5H,7H)-dione). As a reaction SMILES: [NH:1]([C:3]1[N:8]([CH2:9][CH:10]([CH3:12])[CH3:11])[C:7](=[O:13])[N:6]([CH3:14])[C:5](=[O:15])[CH:4]=1)[NH2:2].[C:16]1([CH:26]=O)[C:25]2[C:20](=[CH:21][CH:22]=[CH:23][CH:24]=2)[CH:19]=[CH:18][CH:17]=1.[S:28]1[CH:32]=[CH:31][CH:30]=[C:29]1[CH:33]=O>>[CH2:9]([N:8]1[C:3]2=[N:1][N:2]([CH2:26][C:16]3[C:25]4[C:20](=[CH:21][CH:22]=[CH:23][CH:24]=4)[CH:19]=[CH:18][CH:17]=3)[C:33]([C:29]3[S:28][CH:32]=[CH:31][CH:30]=3)=[C:4]2[C:5](=[O:15])[N:6]([CH3:14])[C:7]1=[O:13])[CH:10]([CH3:11])[CH3:12]. Procedure details: This compound was made following the procedure described above, starting with 6-hydrazino-1-isobutyl-3-methylpyrimidine-2,4(1H,3H)-dione, and condensing first with 1-naphthaldehyde, followed by thiophene-2-carbaldehyde. Mass: 444.88 (M+H). The reactants are C=1(C(=CC=CC1)S(=O)(=O)C[N+]#[C-])C (Toluenesulfonylmethylisocyanide), N12CCCCCC2=NCCC1 (1,8-diazabicyclo[5.4.0]undec-7-ene), ClCCl (dichloromethane), BrC=1C=C(C=NC1)C=O (5-bromo-3-pyridinecarboxaldehyde). The solvent is O (Water). Reaction conditions: time 5 hour. Product: BrC=1C=C(C=NC1)C1=CN=CO1 (5-(5-bromopyridin-3-yl)oxazole). The yield is 79.3%. As a reaction SMILES: C1(C)C(S([CH2:10][N+:11]#[C-:12])(=O)=O)=CC=CC=1.N12CCCN=C1CCCCC2.ClCCl.[Br:28][C:29]1[CH:30]=[C:31]([CH:35]=[O:36])[CH:32]=[N:33][CH:34]=1>O>[Br:28][C:29]1[CH:30]=[C:31]([C:35]2[O:36][CH:12]=[N:11][CH:10]=2)[CH:32]=[N:33][CH:34]=1. Procedure details: Toluenesulfonylmethylisocyanide (126 mg) and 1,8-diazabicyclo[5.4.0]undec-7-ene (122 mg) were added to a dichloromethane (4 ml) solution containing 5-bromo-3-pyridinecarboxaldehyde (100 mg) at room temperature, followed by stirring for 5 hours. Water was added to the reaction solution, followed by extraction with ethyl acetate. The resultant was washed with saturated saline and dried over anhydrous sodium sulfate. Subsequently, the solvent was distilled away under reduced pressure, the obtained ... The reactants are C(C1=CC=CC=C1)(=O)N1CCC(CC1)C1=CN=C(S1)C1=CC=CC=C1 (1-benzoyl-4-(2-phenyl-thiazol-5-yl)-piperidine), [OH-].[K+] (potassium hydroxide). Run in CO (MeOH), O (H2O), O (H2O). Run at temperature 70 celsius, time 8 hour. Product: C1(=CC=CC=C1)C=1SC(=CN1)C1CCNCC1 (4-(2-Phenyl-thiazol-5-yl)-piperidine). Yield: 64.8%. RXN SMILES: C([N:9]1[CH2:14][CH2:13][CH:12]([C:15]2[S:19][C:18]([C:20]3[CH:25]=[CH:24][CH:23]=[CH:22][CH:21]=3)=[N:17][CH:16]=2)[CH2:11][CH2:10]1)(=O)C1C=CC=CC=1.[OH-].[K+]>CO.O>[C:20]1([C:18]2[S:19][C:15]([CH:12]3[CH2:13][CH2:14][NH:9][CH2:10][CH2:11]3)=[CH:16][N:17]=2)[CH:21]=[CH:22][CH:23]=[CH:24][CH:25]=1 |f:1.2|. Procedure: To 55 mg of 1-benzoyl-4-(2-phenyl-thiazol-5-yl)-piperidine in 4.5 ml of MeOH and 0.5 ml of H2O was added 354 mg of potassium hydroxide. The reaction was stirred at 70° C. overnight. The reaction was then cooled to room temperature and 20 ml of H2O was added. This aqueous layer was extracted with 4×25 ml EtOAc. The combined organic phases were dried over MgSO4 and concentrated under reduced pressure to give 25 mg of the title compound. Product: Nc1ccc(C(=O)CCCCOCc2ccccc2)cc1. Starting materials: O=C(CCCCOCc1ccccc1)c1ccc([N+](=O)[O-])cc1, CCO, [Cl-], [Fe], [NH4+]. Reaction SMILES: [CH2:1]([c:2]1[cH:3][cH:4][cH:5][cH:6][cH:7]1)[O:8][CH2:9][CH2:10][CH2:11][CH2:12][C:13](=[O:14])[c:15]1[cH:16][cH:17][c:18]([N+:21]([O-:22])=[O:23])[cH:19][cH:20]1.[CH3:27][CH2:28][OH:29].[Cl-:24].[Fe:26].[NH4+:25]>>[CH2:1]([c:2]1[cH:3][cH:4][cH:5][cH:6][cH:7]1)[O:8][CH2:9][CH2:10][CH2:11][CH2:12][C:13](=[O:14])[c:15]1[cH:16][cH:17][c:18]([NH2:21])[cH:19][cH:20]1.